From a dataset of the Open Reaction Database (ORD), a public repository of structured organic reaction records. describe an organic reaction: reactants, conditions, products, and yield Procedure: A mixture of 5-[(3,5-bis(1,1-dimethylethyl)-4-hydroxyphenyl]methylene]-2-(methylthio)-4(5H)-thiazolone (6.13 g, 0.0169 mole) and thiosemicarbazide (1.53 g, 0.0169 mole) in ethanol (300 mL) is refluxed with stirring for 7 hours. After standing overnight at room temperature, the product is separated by filtration, washed with ethanol to give 5.78 g of a solid. It is recrystallized from DMF-methanol to give 3.4 g (47%) of pure 2-[5-[[3,5-Bis(1,1-dimethylethyl)-4-hydroxyphenyl]methylene]-4-oxo-2-thi... Yield: 84.1%. Yields the product CC(C)(C)C=1C=C(C=C(C1O)C(C)(C)C)C=C1C(NC(S1)=NNC(N)=S)=O (2-[5-[[3,5-Bis(1,1-dimethylethyl)-4-hydroxyphenyl]methylene]-4-oxo-2-thiazolidinylidene]hydrazinecarbothiamide). Run in C(C)O (ethanol). The reactants are CC(C)(C)C=1C=C(C=C(C1O)C(C)(C)C)C=C1C(N=C(S1)SC)=O (5-[(3,5-bis(1,1-dimethylethyl)-4-hydroxyphenyl]methylene]-2-(methylthio)-4(5H)-thiazolone), NNC(=S)N (thiosemicarbazide). Run at time 7 hour. As a reaction SMILES: [CH3:1][C:2]([C:5]1[CH:6]=[C:7]([CH:16]=[C:17]2[S:21][C:20](SC)=[N:19][C:18]2=[O:24])[CH:8]=[C:9]([C:12]([CH3:15])([CH3:14])[CH3:13])[C:10]=1[OH:11])([CH3:4])[CH3:3].[NH2:25][NH:26][C:27]([NH2:29])=[S:28]>C(O)C>[CH3:13][C:12]([C:9]1[CH:8]=[C:7]([CH:16]=[C:17]2[S:21][C:20](=[N:25][NH:26][C:27](=[S:28])[NH2:29])[NH:19][C:18]2=[O:24])[CH:6]=[C:5]([C:2]([CH3:3])([CH3:4])[CH3:1])[C:10]=1[OH:11])([CH3:14])[CH3:15]. Reactants: [Cl-], N#C[Cu]C#N, COc1ccc(Br)cc1F, CN(C)C=O, O. Product: COc1ccc(C#N)cc1F. RXN SMILES: [Cl-:16].[Cu:11]([C:12]#[N:13])[C:14]#[N:15].[F:1][c:2]1[c:3]([O:9][CH3:10])[cH:4][cH:5][c:6]([Br:8])[cH:7]1.[O:17]=[CH:18][N:19]([CH3:20])[CH3:21].[OH2:22]>>[F:1][c:2]1[c:3]([O:9][CH3:10])[cH:4][cH:5][c:6]([C:12]#[N:13])[cH:7]1. Starting materials: ClC1=CC(=NC(=C1Cl)Cl)C(=O)O (4,5,6-trichloropyridine-2-carboxylic acid), S(=O)(Cl)Cl (thionyl chloride). Solvent: ClC(C)Cl (dichloroethane). Yields the product ClC1=CC(=NC(=C1Cl)Cl)C(=O)Cl (4,5,6-trichloropyridine-2-carbonyl chloride). RXN SMILES: [Cl:1][C:2]1[C:7]([Cl:8])=[C:6]([Cl:9])[N:5]=[C:4]([C:10]([OH:12])=O)[CH:3]=1.S(Cl)([Cl:15])=O>ClC(Cl)C>[Cl:1][C:2]1[C:7]([Cl:8])=[C:6]([Cl:9])[N:5]=[C:4]([C:10]([Cl:15])=[O:12])[CH:3]=1. Procedure details: A solution of 4,5,6-trichloropyridine-2-carboxylic acid (5.20 g, 23.1 mmol) and thionyl chloride (3.0 mL) in dichloroethane (30 mL) was refluxed until the evolved gas ceased. The reaction mixture was concentrated to give 4,5,6-trichloropyridine-2-carbonyl chloride (5.60 g, 23.0 mmol), mp 60-62° C.